This data is from the Open Reaction Database (ORD), a public repository of structured organic reaction records. The task is: describe an organic reaction: reactants, conditions, products, and yield Starting materials: BrC1=CC(=CC=C1)F (1-bromo-3-fluorobenzene), C1CCOC1 (THF), C1CCOC1 (THF), [Mg] (magnesium), [Cl-].[NH4+] (ammonium chloride), Cl (hydrochloric acid), C1COC2(C(CCCC2)=O)O1 (cyclohexanedione monoethylene ketal), C1CCOC1 (THF). Conditions: temperature 10 celsius. Yields the product FC=1C=C(C=CC1)C1(CCC2(OCCO2)CC1)O (8-(3-fluorophenyl)-1,4-dioxaspiro[4.5]decan-8-ol). RXN SMILES: [Mg].Br[C:3]1[CH:8]=[CH:7][CH:6]=[C:5]([F:9])[CH:4]=1.[CH2:10]1[O:20][C:13]2([CH2:18][CH2:17][CH2:16][CH2:15][C:14]2=O)[O:12][CH2:11]1.[Cl-].[NH4+].Cl.C1C[O:27]CC1>>[F:9][C:5]1[CH:4]=[C:3]([C:16]2([OH:27])[CH2:17][CH2:18][C:13]3([O:20][CH2:10][CH2:11][O:12]3)[CH2:14][CH2:15]2)[CH:8]=[CH:7][CH:6]=1 |f:3.4|. Procedure details: 48.6 g of magnesium turnings were wetted with 50 ml of THF, and a solution of 350 g of 1-bromo-3-fluorobenzene in 700 ml of THF was then added dropwise with stirring at such a rate that the reaction boiled gently. The mixture was then refluxed for a further 30 minutes and cooled to 10° C., and a solution of 312.4 g of cyclohexanedione monoethylene ketal and 600 ml of THF was added dropwise with stirring. During this addition, the reaction temperature rose to 60° C. The mixture was refluxed for a... Starting materials: N1=CC=CC=C1 (pyridine), Cl.CNCN=CNC1=CC=C(C(=O)O)C=C1 (4-methylaminomethyliminomethylaminobenzoic acid.hydrochloride), Cl.C(N)(=N)C=1C=C2C=CC(=C(C2=CC1)CC(N)=O)O (6-amidino-1-carbamoylmethyl-2-naphthol.hydrochloride), C1CCC(CC1)N=C=NC2CCCCC2 (DCC). Reagents/catalysts: CN(C)C=1C=CN=CC1 (DMAP). Run in C(C)C(=O)C.O.C(C)(=O)O (methyl ethyl ketone water acetic acid). Reaction conditions: time 2 hour. The product is Cl.Cl.CNCN=CNC1=CC=C(C(=O)OC2=C(C3=CC=C(C=C3C=C2)C(N)=N)CC(N)=O)C=C1 (6-amidino-1-carbamoylmethyl-2-naphthyl 4-methylaminomethyliminomethylaminobenzoate.dihydrochloride). Yield: 96.8%. Reaction SMILES: N1C=CC=CC=1.[ClH:7].[CH3:8][NH:9][CH2:10][N:11]=[CH:12][NH:13][C:14]1[CH:22]=[CH:21][C:17]([C:18]([OH:20])=[O:19])=[CH:16][CH:15]=1.Cl.[C:24]([C:27]1[CH:28]=[C:29]2[C:34](=[CH:35][CH:36]=1)[C:33]([CH2:37][C:38](=[O:40])[NH2:39])=[C:32](O)[CH:31]=[CH:30]2)(=[NH:26])[NH2:25].C1CCC(N=C=NC2CCCCC2)CC1>CN(C1C=CN=CC=1)C.C(C(C)=O)C.O.C(O)(=O)C>[ClH:7].[ClH:7].[CH3:8][NH:9][CH2:10][N:11]=[CH:12][NH:13][C:14]1[CH:22]=[CH:21][C:17]([C:18]([O:20][C:32]2[CH:31]=[CH:30][C:29]3[C:34](=[CH:35][CH:36]=[C:27]([C:24](=[NH:25])[NH2:26])[CH:28]=3)[C:33]=2[CH2:37][C:38](=[O:40])[NH2:39])=[O:19])=[CH:16][CH:15]=1 |f:1.2,3.4,7.8.9,10.11.12|. Reported procedure: 80 Milliliters of 20% hydrous pyridine was added to 5.76 g of 4-methylaminomethyliminomethylaminobenzoic acid.hydrochloride, 6.0 g of 6-amidino-1-carbamoylmethyl-2-naphthol.hydrochloride, 5.3 g of DCC and 217 mg of DMAP, followed by stirring for 2 hours under cooling with ice and then 5 days at room temperature. Then, the precipitate was collected by filtration and washed with 120 ml of warm DMF. To this collected precipitate was added 300 ml of water, followed by stirring for 24 hours at room t... Starting materials: ClC=1C=CC=C2C(=NN(C12)CCC)C1=C(C=C(C=C1)OC)C (7-chloro-3-(4-methoxy-2-methylphenyl)-1-propyl-1H-indazole), B(Br)(Br)Br (boron tribromide), C1=CCCCC1 (cyclohexene). The product is ClC=1C=CC=C2C(=NN(C12)CCC)C1=C(C=C(C=C1)O)C (4-(7-chloro-1-propyl-1H-indazole-3-yl)-3-methylphenol). The yield is 80.9%. Reaction SMILES: [Cl:1][C:2]1[CH:3]=[CH:4][CH:5]=[C:6]2[C:10]=1[N:9]([CH2:11][CH2:12][CH3:13])[N:8]=[C:7]2[C:14]1[CH:19]=[CH:18][C:17]([O:20]C)=[CH:16][C:15]=1[CH3:22].B(Br)(Br)Br.C1CCCCC=1>>[Cl:1][C:2]1[CH:3]=[CH:4][CH:5]=[C:6]2[C:10]=1[N:9]([CH2:11][CH2:12][CH3:13])[N:8]=[C:7]2[C:14]1[CH:19]=[CH:18][C:17]([OH:20])=[CH:16][C:15]=1[CH3:22]. Procedure details: Prepared according to Method D step C from 7-chloro-3-(4-methoxy-2-methylphenyl)-1-propyl-1H-indazole (0.90 g, 0.3 mmol), boron tribromide (0.113 mL, 1.20 mmol) and 1.0 mL of cyclohexene to give the product (0.073 g) as a white solid. The reactants are COC=C(C(=O)OC)c1ccccc1CBr, CCC(C)=O, Cc1ccccc1CC(=O)[O-], CON=C(C(=O)OC)c1ccccc1CBr, CON=C(C(=O)OC)c1ccccc1CBr, COC(=O)Cc1ccccc1C, CC(C)=O, [K+], [Na+], [OH-], [OH-]. Product: CON=C(C(=O)OC)c1ccccc1CBr, CON=C(C(=O)OC)c1ccccc1C. Reaction SMILES: [Br:1][CH2:2][c:3]1[cH:4][cH:5][cH:6][cH:7][c:8]1[C:9](=[CH:10][O:11][CH3:12])[C:13]([O:14][CH3:15])=[O:16].[CH2:76]([C:77]([CH3:78])=[O:79])[CH3:80].[CH3:21][c:22]1[cH:23][cH:24][cH:25][cH:26][c:27]1[CH2:28][C:29]([O-:30])=[O:31].[CH3:32][O:33][N:34]=[C:35]([C:36](=[O:37])[O:38][CH3:39])[c:40]1[c:41]([CH2:46][Br:47])[cH:42][cH:43][cH:44][cH:45]1.[CH3:48][O:49][N:50]=[C:51]([C:52](=[O:53])[O:54][CH3:55])[c:56]1[c:57]([CH2:62][Br:63])[cH:58][cH:59][cH:60][cH:61]1.[CH3:64][c:65]1[cH:66][cH:67][cH:68][cH:69][c:70]1[CH2:71][C:72]([O:73][CH3:74])=[O:75].[CH3:81][C:82](=[O:83])[CH3:84].[K+:20].[Na+:18].[OH-:17].[OH-:19]>>[CH3:32][O:33][N:34]=[C:35]([C:36](=[O:37])[O:38][CH3:39])[c:40]1[c:41]([CH2:46][Br:47])[cH:42][cH:43][cH:44][cH:45]1.[CH3:48][O:49][N:50]=[C:51]([C:52](=[O:53])[O:54][CH3:55])[c:56]1[c:57]([CH3:62])[cH:58][cH:59][cH:60][cH:61]1. The reactants are OC1=NN(C(=C1)C)C1=CC2=CC=CC(=C2C=C1)OC (3-hydroxy-5-methyl-1-(5-methoxynaphthalen-2-yl)-1H-pyrazol), C(=O)([O-])[O-].[K+].[K+] (K2CO3), [Na+].[I-] (NaI), ClCCN1CCOCC1 (2-chloroethylmorpholine). Solvent: CN(C=O)C (dimethylformamide). Run at temperature 90 celsius. Product: COC1=C2C=CC(=CC2=CC=C1)N1N=C(C=C1C)OCCN1CCOCC1 (4-{2-[1-(5-methoxynaphthalen-2-yl)-5-methyl-1H-pyrazol-3-yloxy]ethyl}morpholine). Yield: 94.0%. As a reaction SMILES: [OH:1][C:2]1[CH:6]=[C:5]([CH3:7])[N:4]([C:8]2[CH:17]=[CH:16][C:15]3[C:10](=[CH:11][CH:12]=[CH:13][C:14]=3[O:18][CH3:19])[CH:9]=2)[N:3]=1.C([O-])([O-])=O.[K+].[K+].[Na+].[I-].Cl[CH2:29][CH2:30][N:31]1[CH2:36][CH2:35][O:34][CH2:33][CH2:32]1>CN(C)C=O>[CH3:19][O:18][C:14]1[CH:13]=[CH:12][CH:11]=[C:10]2[C:15]=1[CH:16]=[CH:17][C:8]([N:4]1[C:5]([CH3:7])=[CH:6][C:2]([O:1][CH2:29][CH2:30][N:31]3[CH2:36][CH2:35][O:34][CH2:33][CH2:32]3)=[N:3]1)=[CH:9]2 |f:1.2.3,4.5|. Reported procedure: To a solution of 3-hydroxy-5-methyl-1-(5-methoxynaphthalen-2-yl)-1H-pyrazol (150 mg, 0.59 mmol) in dimethylformamide (10 ml), 2-chloroethylmorpholine chlorhydrate (136 mg, 0.71 mmol), K2CO3 (245 mg, 1.77 mmol), and NaI (catalytic quantity) were added. The mixture was heated, in an inert nitrogen atmosphere, at 90° C. during 8 hrs. Subsequently it was cooled, filtered, and the filtered product was evaporated to dryness in a rotavapor. The residue was divided between water and ethylic ether. The o...